This data is from the Open Reaction Database (ORD), a public repository of structured organic reaction records. The task is: describe an organic reaction: reactants, conditions, products, and yield Reactants: CS(=O)(=O)NC1=CC=C(C(=O)CC#N)C=C1 (4-methanesulfonamidobenzoylacetonitrile), CC=1NC2=CC=CC=C2C1C=O (2-methylindole-3-carboxaldehyde), C(C)(=O)[O-].[NH4+] (ammonium acetate). Run in C(C)(=O)O (acetic acid). Conditions: temperature 25 celsius, time 3 hour. Product: C1(=CC=C(C=C1)S(=O)(=O)O)C.C1(=CC=C(C=C1)S(=O)(=O)O)C.NC1=C(C=C(N(CCOC)CC)C=C1)C (4-amino-N-ethyl-N-(2-methoxyethyl)-m-toluidine di-p-toluene sulfonic acid). As a reaction SMILES: C[S:2](N[C:6]1[CH:16]=[CH:15][C:9]([C:10](CC#N)=O)=[CH:8][CH:7]=1)(=[O:4])=[O:3].C[C:18]1[NH:19][C:20]2[C:25]([C:26]=1C=O)=[CH:24][CH:23]=[CH:22][CH:21]=2.[C:29]([O-:32])(=[O:31])C.[NH4+:33]>C(O)(=O)C>[C:25]1([CH3:26])[CH:24]=[CH:23][C:22]([S:2]([OH:4])(=[O:31])=[O:3])=[CH:21][CH:20]=1.[C:25]1([CH3:26])[CH:24]=[CH:23][C:22]([S:2]([OH:4])(=[O:31])=[O:3])=[CH:21][CH:20]=1.[NH2:33][C:8]1[CH:7]=[CH:6][C:16]([N:19]([CH2:18][CH3:26])[CH2:20][CH2:25][O:32][CH3:29])=[CH:15][C:9]=1[CH3:10] |f:2.3,5.6.7|. Procedure details: A mixture of 4-methanesulfonamidobenzoylacetonitrile (10 g, 42 mmol), 2-methylindole-3-carboxaldehyde (7.3 g, 46 mmol) and ammonium acetate (1 g, 12.6 mmol) in 80 mL acetic acid was heated to reflux and held 3 h. The reaction was then cooled to 25° C., and the precipitated dye collected by filtration and washed with acetic acid. The crude dye was slurried in hot acetic acid for 30 min then collected by filtration and dried. Isolated 13 g (82%) of Dye 5. All analytical data were consistent with t...